Dataset: the Open Reaction Database (ORD), a public repository of structured organic reaction records. Task: describe an organic reaction: reactants, conditions, products, and yield Reactants: B(F)(F)F.CSC (Borontrifluoride dimethylsulfide), COC=1C=C(C=C(C1)C)C1=C(C=NN1CC#N)C1=CC(=NC=C1)C1=CC=C(C=C1)C(C)=O ([5-(3-methoxy-5-methylphenyl)-4-(2-(4-acetylphenyl)pyridin-4-yl)-pyrazol-1-yl]acetonitrile). Run in ClCCl (dichloromethane). Run at time 24 hour. Product: OC=1C=C(C=C(C1)C)C1=C(C=NN1CC#N)C1=CC(=NC=C1)C1=CC=C(C=C1)C(C)=O ([5-(3-hydroxy-5-methylphenyl)-4-(2-(4-acetylphenyl)pyridin-4-yl)-pyrazol-1-yl]acetonitrile). As a reaction SMILES: B(F)(F)F.CSC.C[O:9][C:10]1[CH:11]=[C:12]([C:17]2[N:21]([CH2:22][C:23]#[N:24])[N:20]=[CH:19][C:18]=2[C:25]2[CH:30]=[CH:29][N:28]=[C:27]([C:31]3[CH:36]=[CH:35][C:34]([C:37](=[O:39])[CH3:38])=[CH:33][CH:32]=3)[CH:26]=2)[CH:13]=[C:14]([CH3:16])[CH:15]=1>ClCCl>[OH:9][C:10]1[CH:11]=[C:12]([C:17]2[N:21]([CH2:22][C:23]#[N:24])[N:20]=[CH:19][C:18]=2[C:25]2[CH:30]=[CH:29][N:28]=[C:27]([C:31]3[CH:32]=[CH:33][C:34]([C:37](=[O:39])[CH3:38])=[CH:35][CH:36]=3)[CH:26]=2)[CH:13]=[C:14]([CH3:16])[CH:15]=1 |f:0.1|. Procedure: Borontrifluoride-dimethylsulfide (0.25 mL, 2.37 mmol) was dropwise added to a solution of the methoxy compound (0.1 g, 0.24 mmol) prepared in Example 37 in dichloromethane (4 mL) at room temperature under nitrogen atmosphere, and stirred for 24 hours. The reaction mixture was concentrated by vacuum distillation. The residue was treated in ethyl acetate (100 mL) and brine (50 mL), and the organic layer was dried over anhydrous magnesium sulfate and distilled under vacuum. Purification through col...